Dataset: the Open Reaction Database (ORD), a public repository of structured organic reaction records. Task: describe an organic reaction: reactants, conditions, products, and yield Reactants: O=C([O-])[O-], Cc1ccc(S(=O)(=O)n2cc(I)c3c(Nc4ccc(F)cc4)nc(Cl)nc32)cc1, [Na+], [Na+], C1COCCO1, OB(O)c1ccncc1. Yields the product Cc1ccc(S(=O)(=O)n2cc(-c3ccncc3)c3c(Nc4ccc(F)cc4)nc(Cl)nc32)cc1. RXN SMILES: [C:39](=[O:40])([O-:41])[O-:42].[Cl:1][c:2]1[n:3][c:4]([NH:22][c:23]2[cH:24][cH:25][c:26]([F:29])[cH:27][cH:28]2)[c:5]2[c:6]([n:7]1)[n:8]([S:12](=[O:13])(=[O:14])[c:15]1[cH:16][cH:17][c:18]([CH3:19])[cH:20][cH:21]1)[cH:9][c:10]2[I:11].[Na+:43].[Na+:44].[O:45]1[CH2:46][CH2:47][O:48][CH2:49][CH2:50]1.[n:30]1[cH:31][cH:32][c:33]([B:36]([OH:37])[OH:38])[cH:34][cH:35]1>>[Cl:1][c:2]1[n:3][c:4]([NH:22][c:23]2[cH:24][cH:25][c:26]([F:29])[cH:27][cH:28]2)[c:5]2[c:6]([n:7]1)[n:8]([S:12](=[O:13])(=[O:14])[c:15]1[cH:16][cH:17][c:18]([CH3:19])[cH:20][cH:21]1)[cH:9][c:10]2-[c:33]1[cH:32][cH:31][n:30][cH:35][cH:34]1. The reactants are O=C([O-])O, OCc1ccc(OCc2ccccc2)nc1, ClCCl, [Na+], O=S(Cl)Cl. Product: ClCc1ccc(OCc2ccccc2)nc1. As a reaction SMILES: [C:21](=[O:22])([OH:23])[O-:24].[CH2:1]([c:2]1[cH:3][cH:4][cH:5][cH:6][cH:7]1)[O:8][c:9]1[cH:10][cH:11][c:12]([CH2:15][OH:16])[cH:13][n:14]1.[Cl:26][CH2:27][Cl:28].[Na+:25].[S:17]([Cl:18])([Cl:19])=[O:20]>>[CH2:1]([c:2]1[cH:3][cH:4][cH:5][cH:6][cH:7]1)[O:8][c:9]1[cH:10][cH:11][c:12]([CH2:15][Cl:19])[cH:13][n:14]1. Starting materials: OCCCCCCCCNC(=O)C=1C=C(C=CC1)S(=O)(=O)C=1C=C2C(=C(C=NC2=C(C1)C)C(=O)N)NC1=CC(=CC=C1)OC (6-[[3-[(8-Hydroxyoctyl)carbamoyl]phenyl]sulfonyl]-4-[(3-methoxyphenyl)amino]-8-methylquinoline-3-carboxamide), NC=1C=C(C=CC1)C1=CC=C(C=C1)CCCC(=O)OC (methyl 4-(3′-amino-[1,1′-biphenyl]-4-yl)butanoate), C42H39N4O7S. Product: C(N)(=O)C=1C=NC2=C(C=C(C=C2C1NC1=CC(=CC=C1)OC)S(=O)(=O)C=1C=C(C(=O)NC=2C=C(C=CC2)C2=CC=C(C=C2)CCCC(=O)OC)C=CC1)C (methyl 4-(3′-(3-((3-carbamoyl-4-((3-methoxyphenyl)amino)-8-methylquinolin-6-yl)sulfonyl)benzamido)-[1,1′-biphenyl]-4-yl)butanoate). RXN SMILES: OCCCCCCCCN[C:11]([C:13]1[CH:14]=[C:15]([S:19]([C:22]2[CH:23]=[C:24]3[C:29](=[C:30]([CH3:32])[CH:31]=2)[N:28]=[CH:27][C:26]([C:33]([NH2:35])=[O:34])=[C:25]3[NH:36][C:37]2[CH:42]=[CH:41][CH:40]=[C:39]([O:43][CH3:44])[CH:38]=2)(=[O:21])=[O:20])[CH:16]=[CH:17][CH:18]=1)=[O:12].[NH2:45][C:46]1[CH:47]=[C:48]([C:52]2[CH:57]=[CH:56][C:55]([CH2:58][CH2:59][CH2:60][C:61]([O:63][CH3:64])=[O:62])=[CH:54][CH:53]=2)[CH:49]=[CH:50][CH:51]=1>>[C:33]([C:26]1[CH:27]=[N:28][C:29]2[C:24]([C:25]=1[NH:36][C:37]1[CH:42]=[CH:41][CH:40]=[C:39]([O:43][CH3:44])[CH:38]=1)=[CH:23][C:22]([S:19]([C:15]1[CH:14]=[C:13]([CH:18]=[CH:17][CH:16]=1)[C:11]([NH:45][C:46]1[CH:47]=[C:48]([C:52]3[CH:57]=[CH:56][C:55]([CH2:58][CH2:59][CH2:60][C:61]([O:63][CH3:64])=[O:62])=[CH:54][CH:53]=3)[CH:49]=[CH:50][CH:51]=1)=[O:12])(=[O:21])=[O:20])=[CH:31][C:30]=2[CH3:32])(=[O:34])[NH2:35]. Reported procedure: The title compound was synthesized in a manner analogous to that described for Intermediate 70, using Intermediate 30 in place of 8-aminooctanol. ES/MS calcd. for C42H39N4O7S+ 743.3. Found m/z=743.4 (M+H)+. Starting materials: CC(C)C(=O)Nc1cccc(C2CCNCC2)c1, O=C(CCCCCl)c1ccc(I)cc1, [K+], [K+], O=C([O-])[O-]. RXN SMILES: [CH3:21][CH:22]([C:23](=[O:24])[NH:25][c:26]1[cH:27][c:28]([CH:32]2[CH2:33][CH2:34][NH:35][CH2:36][CH2:37]2)[cH:29][cH:30][cH:31]1)[CH3:38].[I:7][c:8]1[cH:9][cH:10][c:11]([C:14]([CH2:15][CH2:16][CH2:17][CH2:18][Cl:19])=[O:20])[cH:12][cH:13]1.[K+:1].[K+:2].[O-:3][C:4]([O-:5])=[O:6]>>[I:7][c:8]1[cH:9][cH:10][c:11]([C:14]([CH2:15][CH2:16][CH2:17][CH2:18][N:35]2[CH2:34][CH2:33][CH:32]([c:28]3[cH:27][c:26]([NH:25][C:23]([CH:22]([CH3:21])[CH3:38])=[O:24])[cH:31][cH:30][cH:29]3)[CH2:37][CH2:36]2)=[O:20])[cH:12][cH:13]1. Yields the product CC(C)C(=O)Nc1cccc(C2CCN(CCCCC(=O)c3ccc(I)cc3)CC2)c1. The reactants are C(C)P(SCCC)(OC1=C(C=CC=C1)C=O)=O (S-propyl O-(2-formylphenyl) ethylthiophosphonate), FC(C1=CC=C(C(=O)NN)C=C1)(F)F (4-trifluoromethylbenzoylhydrazine). Run in C(Cl)Cl (methylene chloride), CO (methanol), CO (methanol). Reaction conditions: time 12 hour. Product: desired product, C(C)P(SCCC)(OC1=C(C=CC=C1)C=NNC(C1=CC=C(C=C1)C(F)(F)F)=O)=O (S-propyl O-[2-(4-trifluoromethylbenzoylhydrazonomethyl)phenyl] ethylthiophosphonate). RXN SMILES: [CH2:1]([P:3](=[O:17])([O:8][C:9]1[CH:14]=[CH:13][CH:12]=[CH:11][C:10]=1[CH:15]=O)[S:4][CH2:5][CH2:6][CH3:7])[CH3:2].[F:18][C:19]([F:31])([F:30])[C:20]1[CH:29]=[CH:28][C:23]([C:24]([NH:26][NH2:27])=[O:25])=[CH:22][CH:21]=1>CO.C(Cl)Cl>[CH2:1]([P:3](=[O:17])([O:8][C:9]1[CH:14]=[CH:13][CH:12]=[CH:11][C:10]=1[CH:15]=[N:27][NH:26][C:24](=[O:25])[C:23]1[CH:22]=[CH:21][C:20]([C:19]([F:18])([F:31])[F:30])=[CH:29][CH:28]=1)[S:4][CH2:5][CH2:6][CH3:7])[CH3:2]. Procedure: A solution of S-propyl O-(2-formylphenyl) ethylthiophosphonate (0.02 mole) in methanol (50 ml) and 4-trifluoromethylbenzoylhydrazine (0.02 mole) are charged into a glass reaction vessel and the mixture is stirred at room temperature for a period of about 12 hours. After this time the reaction mixture is stripped of methanol under vacuum and the residue is dissolved in methylene chloride (100 ml) and the resulting solution is washed with water (75 ml) with aqueous sodium hydroxide (75 ml; 0.1 N) ... The reactants are Br, CC(=O)O, COc1ccc(Nc2nc(Cl)cc3ccccc23)cc1, O. Yields the product Oc1ccc(Nc2nc(Cl)cc3ccccc23)cc1. Reaction SMILES: [BrH:21].[CH3:22][C:23](=[O:24])[OH:25].[Cl:1][c:2]1[n:3][c:4]([NH:12][c:13]2[cH:14][cH:15][c:16]([O:19][CH3:20])[cH:17][cH:18]2)[c:5]2[cH:6][cH:7][cH:8][cH:9][c:10]2[cH:11]1.[OH2:26]>>[Cl:1][c:2]1[n:3][c:4]([NH:12][c:13]2[cH:14][cH:15][c:16]([OH:19])[cH:17][cH:18]2)[c:5]2[cH:6][cH:7][cH:8][cH:9][c:10]2[cH:11]1. The reactants are CC(C(=O)O)C(C)S(=O)(=O)C1=CC=C(C=C1)OC (methyl 3-[(4-methoxyphenyl)sulfonyl]-butanoic acid), O (water), solution, [H-].[Al+3].[Li+].[H-].[H-].[H-] (lithium aluminum hydride), [OH-].[Na+] (sodium hydroxide), O (water). Run in C1CCOC1 (THF), C1CCOC1 (THF). Reaction conditions: time 1.5 hour. Product: COC1=CC=C(C=C1)S(=O)(=O)C(CCO)C (3-[(4-methoxyphenyl)-sulfonyl]butan-1-ol). Yield: 85.0%. RXN SMILES: C[CH:2]([CH:6]([S:8]([C:11]1[CH:16]=[CH:15][C:14]([O:17][CH3:18])=[CH:13][CH:12]=1)(=[O:10])=[O:9])[CH3:7])[C:3](O)=[O:4].[H-].[Al+3].[Li+].[H-].[H-].[H-].O.[OH-].[Na+]>C1COCC1>[CH3:18][O:17][C:14]1[CH:13]=[CH:12][C:11]([S:8]([CH:6]([CH3:7])[CH2:2][CH2:3][OH:4])(=[O:9])=[O:10])=[CH:16][CH:15]=1 |f:1.2.3.4.5.6,8.9|. Procedure: Part B: To a solution of 3.5 g (13 mmol) of methyl 3-[(4-methoxyphenyl)sulfonyl]-butanoic acid from Part A in 50 mL of anhydrous THF at zero° C. under nitrogen, was added 14.2 mL (0.5 g, 13 mmol) of a 1.0 M solution of lithium aluminum hydride in THF. After 1.5 hours, the reaction mixture was cooled to zero° C. and z0.6 mL of water was added, followed by 0.6 mL of 2.5 N sodium hydroxide solution and 1.8 mL of water, the reaction was filtered, the filtrate concentrated in vacuo, ethyl acetate and... The reactants are ClC1=C(N)C(=C(C=C1OC)OC)Cl (2,6-dichloro-3,5-dimethoxy-aniline), C(=O)(Cl)Cl (phosgene). The solvent is O1CCOCC1 (dioxane). Reaction conditions: temperature 100 celsius, time 70 minute. Product: ClC1=C(C(=C(C=C1OC)OC)Cl)N=C=O (2,6-dichloro-3,5-dimethoxyphenylisocyanate). RXN SMILES: [Cl:1][C:2]1[C:8]([O:9][CH3:10])=[CH:7][C:6]([O:11][CH3:12])=[C:5]([Cl:13])[C:3]=1[NH2:4].[C:14](Cl)(Cl)=[O:15]>O1CCOCC1>[Cl:1][C:2]1[C:8]([O:9][CH3:10])=[CH:7][C:6]([O:11][CH3:12])=[C:5]([Cl:13])[C:3]=1[N:4]=[C:14]=[O:15]. Procedure: To a solution of 2,6-dichloro-3,5-dimethoxy-aniline (124 mg, 0.56 mmol; Preparation 2) in 2 ml of dioxane under a nitrogene atmosphere, phosgene (0.52 ml 20% in toluene, 0.98 mmol) is added. The mixture is stirred for 70 min at 100° C., cooled to RT and concentrated in vacuo, yielding 2,6-dichloro-3,5-dimethoxyphenylisocyanate. The resulting solid is added portion-wise to a boiling solution of N-methyl-N′-[4-(4-methyl-piperazin-1-yl)-phenyl]-[1,3,5]triazine-2,4-diamine (140 mg, 0.47 mmol) in 8 m... Reactants: ClC(C(=O)O)CC(Cl)(Cl)Cl (2,4,4,4-tetrachlorobutyric acid), S(=O)(Cl)Cl (thionyl chloride). Solvent: CN(C=O)C (N,N-dimethylformamide). The product is ClC(C(=O)Cl)CC(Cl)(Cl)Cl (2,4,4,4-tetrachlorobutyric acid chloride). The yield is 93.2%. Reaction SMILES: [Cl:1][CH:2]([CH2:6][C:7]([Cl:10])([Cl:9])[Cl:8])[C:3](O)=[O:4].S(Cl)([Cl:13])=O>CN(C)C=O>[Cl:1][CH:2]([CH2:6][C:7]([Cl:10])([Cl:9])[Cl:8])[C:3]([Cl:13])=[O:4]. Reported procedure: 226 g (1 mol) of 2,4,4,4-tetrachlorobutyric acid [produced according to CA, 63, 13089e (1965)], 600 g of thionyl chloride and 1 ml of N,N-dimethylformamide are heated for 2 hours at 50° C. and for 2 hours at 75° C. After the unreacted thionyl chloride has been evaporated off, the residue is distilled to obtain 227.6 g (93% of theory) of 2,4,4,4-tetrachlorobutyric acid chloride; b.p. 90°-91° C./15 mm Hg.